From a dataset of the Open Reaction Database (ORD), a public repository of structured organic reaction records. describe an organic reaction: reactants, conditions, products, and yield The product is CON(C(=O)C=1CCN(CC1)C1=NC=CC=C1[N+](=O)[O-])C (N-methoxy-N-methyl-3′-nitro-3,6-dihydro-2H-1,2′-bipyridine-4-carboxamide). Run in CO (methanol). Run at time 3 hour. Isolated yield 77.0%. Procedure details: To a solution of Compound 260a (100 mg, 0.40 mmol) in methanol (10 mL) stirred at r.t., was added DMT-MM (4-(4,6-Dimethoxy-1,3,5-triazin-2-yl)-4-methylmorpholinium chloride, 142 mg, 0.52 mmol), N-methylmorpholine (88.4 μL, 0.81 mmol) and N,O-dimethylhydroxylamine hydrochloride (60 mg, 0.615 mmol). The reaction mixture was stirred at r.t. for 3 h. The solvent was evaporated to dryness in vacuo. The residue was diluted with aq. 1N NaOH and dichloromethane. The combined organic layers were washed w... Reaction SMILES: [N+:1]([C:4]1[C:5]([N:10]2[CH2:15][CH:14]=[C:13]([C:16]([OH:18])=O)[CH2:12][CH2:11]2)=[N:6][CH:7]=[CH:8][CH:9]=1)([O-:3])=[O:2].C[N+]1(C2N=C(OC)N=C(OC)N=2)CCOCC1.[Cl-].CN1CCOCC1.Cl.[CH3:45][NH:46][O:47][CH3:48]>CO>[CH3:48][O:47][N:46]([CH3:45])[C:16]([C:13]1[CH2:12][CH2:11][N:10]([C:5]2[C:4]([N+:1]([O-:3])=[O:2])=[CH:9][CH:8]=[CH:7][N:6]=2)[CH2:15][CH:14]=1)=[O:18] |f:1.2,4.5|. Starting materials: C[N+]1(CCOCC1)C2=NC(=NC(=N2)OC)OC.[Cl-] (DMT-MM), CN1CCOCC1 (N-methylmorpholine), Cl.CNOC (N,O-dimethylhydroxylamine hydrochloride), [N+](=O)([O-])C=1C(=NC=CC1)N1CCC(=CC1)C(=O)O (3′-Nitro-3,6-dihydro-2H-1,2′-bipyridine-4-carboxylic acid). Reactants: FC(F)(F)c1cc(Cl)ncn1, [H-], [H][H], Nc1ccc(O)cc1, [Na+], C1COCCO1. Yields the product Nc1ccc(Oc2cc(C(F)(F)F)ncn2)cc1. As a reaction SMILES: [Cl:13][c:14]1[n:15][cH:16][n:17][c:18]([C:20]([F:21])([F:22])[F:23])[cH:19]1.[H-:10].[H:11][H:12].[NH2:1][c:2]1[cH:3][cH:4][c:5]([OH:8])[cH:6][cH:7]1.[Na+:9].[O:24]1[CH2:25][CH2:26][O:27][CH2:28][CH2:29]1>>[NH2:1][c:2]1[cH:3][cH:4][c:5]([O:8][c:14]2[n:15][cH:16][n:17][c:18]([C:20]([F:21])([F:22])[F:23])[cH:19]2)[cH:6][cH:7]1. Starting materials: [Br-], C=C[Mg+], [Cl-], [NH4+], C1CCOC1, O=Cc1ccc2c(c1)OCCO2. RXN SMILES: [Br-:1].[CH:2](=[CH2:3])[Mg+:4].[Cl-:17].[NH4+:18].[O:19]1[CH2:20][CH2:21][CH2:22][CH2:23]1.[O:5]1[CH2:6][CH2:7][O:8][c:9]2[c:10]1[cH:11][cH:12][c:13]([CH:15]=[O:16])[cH:14]2>>[CH:2](=[CH2:3])[CH:15]([c:13]1[cH:12][cH:11][c:10]2[c:9]([cH:14]1)[O:8][CH2:7][CH2:6][O:5]2)[OH:16]. Product: C=CC(O)c1ccc2c(c1)OCCO2. The reactants are [OH-].[Na+] (Sodium hydroxide), ClC=1NC2=CC=CC=C2C1C=O (2-chloro-1H-indole-3-carboxaldehyde), C1(=CC=CC=C1)S(=O)(=O)Cl (benzenesulfonyl chloride). Solvent: C(C)O (ethanol). Reaction conditions: time 2 hour. Yields the product C1(=CC=CC=C1)S(=O)(=O)N1C(=C(C2=CC=CC=C12)C=O)Cl (1-benzenesulfonyl-2-chloro-1H-indole-3-carboxaldehyde). Yield: 16.5%. RXN SMILES: [OH-].[Na+].[Cl:3][C:4]1[NH:5][C:6]2[C:11]([C:12]=1[CH:13]=[O:14])=[CH:10][CH:9]=[CH:8][CH:7]=2.[C:15]1([S:21](Cl)(=[O:23])=[O:22])[CH:20]=[CH:19][CH:18]=[CH:17][CH:16]=1>C(O)C>[C:15]1([S:21]([N:5]2[C:6]3[C:11](=[CH:10][CH:9]=[CH:8][CH:7]=3)[C:12]([CH:13]=[O:14])=[C:4]2[Cl:3])(=[O:23])=[O:22])[CH:20]=[CH:19][CH:18]=[CH:17][CH:16]=1 |f:0.1|. Procedure details: The title compound is prepared in accordance with the procedure of O. Olton et al., Tetrahedron, 54 (1998), 13915-13928 as follows. Sodium hydroxide is added to a stirred solution of 2-chloro-1H-indole-3-carboxaldehyde (239 mg, 1.33 mmol) in ethanol (10 mL). After 2 hr, the solvent is removed and the solid residue is dissolved in acetone and treated with benzenesulfonyl chloride (0.25 mL, 1.96 mmol). Soon a solid precipitated. After stirring for 1.5 hr at room temperature, the reaction mixture i... The reactants are FC=1C=C(C=CC1)C1OC2=CC=C(C=C2C(C1)=O)O (2-(3-fluorophenyl)-6-hydroxychroman-4-one), OC1=C(C=C(C=C1)O)C(C)=O (2′,5′-dihydroxyacetophenone), FC1=C(C=O)C(=CC=C1)F (2,6-difluorobenzaldehyde). Product: OC=1C=C2C(CC(OC2=CC1)C1=C(C=CC=C1F)F)=O (6-Hydroxy-2-(2,6-Difluorophenyl)chroman-4-one). As a reaction SMILES: FC1C=C(C2CC(=O)C3C(=CC=C(O)C=3)O2)C=CC=1.[OH:20][C:21]1[CH:26]=[CH:25][C:24]([OH:27])=[CH:23][C:22]=1[C:28](=[O:30])[CH3:29].[F:31][C:32]1[CH:39]=[CH:38][CH:37]=[C:36]([F:40])[C:33]=1[CH:34]=O>>[OH:27][C:24]1[CH:23]=[C:22]2[C:21](=[CH:26][CH:25]=1)[O:20][CH:34]([C:33]1[C:32]([F:31])=[CH:39][CH:38]=[CH:37][C:36]=1[F:40])[CH2:29][C:28]2=[O:30]. Reported procedure: 6-Hydroxy-2-(2,6-Difluorophenyl)chroman-4-one was prepared as described for 2-(3-fluorophenyl)-6-hydroxychroman-4-one in Example 9(a) starting from 3.0 g of 2′,5′-dihydroxyacetophenone and 2.6 ml of 2,6-difluorobenzaldehyde. The product was triturated from ethanol. 1H NMR (400 MHz, d6-DMSO) δ: 7.55 (m, 1H) 7.22-7.18 (m, 2H), 7.14 (d, 1H, J 3.0 Hz), 7.03 (dd, 1H, J 8.9, 3.0 Hz), 6.93 (d, 1H, J 8.9 Hz), 5.84 (dd, 1H, J 14.0, 3.0 Hz), 3.38 (dd, 1H, J −17.0, 14.0 Hz), 2.80 (dd, 1H, J −17.0, 3.0 Hz). The reactants are C=CC1CCN(C(=O)OC(C)(C)C)C1CO, CC(C)=O, CC(C)O, O, O=S(=O)(O)O. Yields the product C=CC1CCN(C(=O)OC(C)(C)C)C1C(=O)O. Reaction SMILES: [C:1]([CH3:2])([CH3:3])([CH3:4])[O:5][C:6](=[O:7])[N:8]1[CH:9]([CH2:15][OH:16])[CH:10]([CH:13]=[CH2:14])[CH2:11][CH2:12]1.[CH3:27][C:28](=[O:29])[CH3:30].[CH:23]([OH:24])([CH3:25])[CH3:26].[OH2:22].[S:17]([OH:18])(=[O:19])(=[O:20])[OH:21]>>[C:1]([CH3:2])([CH3:3])([CH3:4])[O:5][C:6](=[O:7])[N:8]1[CH:9]([C:15](=[O:16])[OH:18])[CH:10]([CH:13]=[CH2:14])[CH2:11][CH2:12]1. Reactants: C1CCOC1, C[Si](C)(C)[N-][Si](C)(C)C, Cc1cc(Oc2nc(Cl)ns2)cc2c1C(CC(=O)O)OB2O, Cl, [Li+], O. Product: Cc1cc(Oc2nc(N)ns2)cc2c1C(CC(=O)O)OB2O. RXN SMILES: [CH2:34]1[O:35][CH2:36][CH2:37][CH2:38]1.[CH3:24][Si:25]([N-:28][Si:26]([CH3:27])([CH3:29])[CH3:30])([CH3:31])[CH3:32].[Cl:1][c:2]1[n:3][s:4][c:5]([O:7][c:8]2[cH:9][c:10]([CH3:22])[c:11]3[c:12]([cH:21]2)[B:13]([OH:20])[O:14][CH:15]3[CH2:16][C:17](=[O:18])[OH:19])[n:6]1.[ClH:33].[Li+:23].[OH2:39]>>[c:2]1([NH2:28])[n:3][s:4][c:5]([O:7][c:8]2[cH:9][c:10]([CH3:22])[c:11]3[c:12]([cH:21]2)[B:13]([OH:20])[O:14][CH:15]3[CH2:16][C:17](=[O:18])[OH:19])[n:6]1.